From a dataset of the Open Reaction Database (ORD), a public repository of structured organic reaction records. describe an organic reaction: reactants, conditions, products, and yield The reactants are CC(C)OP(=O)(COOC(COCc1ccccc1)COS(C)(=O)=O)OC(C)C, [N-]=[N+]=[N-], [Na+]. Yields the product CC(C)OP(=O)(COOC(CN=[N+]=[N-])COCc1ccccc1)OC(C)C. Reaction SMILES: [CH2:1]([c:2]1[cH:3][cH:4][cH:5][cH:6][cH:7]1)[O:8][CH2:9][CH:10]([CH2:11][O:12][S:13]([CH3:14])(=[O:15])=[O:16])[O:17][O:18][CH2:19][P:20](=[O:21])([O:22][CH:23]([CH3:24])[CH3:25])[O:26][CH:27]([CH3:28])[CH3:29].[N-:31]=[N+:32]=[N-:33].[Na+:30]>>[CH2:1]([c:2]1[cH:3][cH:4][cH:5][cH:6][cH:7]1)[O:8][CH2:9][CH:10]([CH2:11][N:31]=[N+:32]=[N-:33])[O:17][O:18][CH2:19][P:20](=[O:21])([O:22][CH:23]([CH3:24])[CH3:25])[O:26][CH:27]([CH3:28])[CH3:29]. The reactants are CCNCC, C1CC1CNCC1CC1, Cn1nnc(N(Cc2cc(C(F)(F)F)cc(C(F)(F)F)c2)Cc2c(C(=O)O)n(C)c3ccccc23)n1, Cn1nnc(N(Cc2cc(C(F)(F)F)cc(C(F)(F)F)c2)Cc2c(C(=O)O)[nH]c3ccccc23)n1. Product: Cn1nnc(N(Cc2cc(C(F)(F)F)cc(C(F)(F)F)c2)Cc2c(C(=O)N(CC3CC3)CC3CC3)n(C)c3ccccc23)n1. RXN SMILES: [CH2:81]([NH:82][CH2:83][CH3:84])[CH3:85].[CH:37]1([CH2:40][NH:41][CH2:42][CH:43]2[CH2:44][CH2:45]2)[CH2:38][CH2:39]1.[F:1][C:2]([c:3]1[cH:4][c:5]([CH2:6][N:7]([c:8]2[n:9][n:10][n:11]([CH3:13])[n:12]2)[CH2:14][c:15]2[c:16]([C:25](=[O:26])[OH:27])[n:17]([CH3:24])[c:18]3[cH:19][cH:20][cH:21][cH:22][c:23]23)[cH:28][c:29]([C:31]([F:32])([F:33])[F:34])[cH:30]1)([F:35])[F:36].[F:46][C:47]([F:48])([F:49])[c:50]1[cH:51][c:52]([CH2:60][N:61]([CH2:62][c:63]2[c:64]3[c:65]([cH:66][cH:67][cH:68][cH:69]3)[nH:70][c:71]2[C:72]([OH:73])=[O:74])[c:75]2[n:76][n:77][n:78]([CH3:79])[n:80]2)[cH:53][c:54]([C:55]([F:56])([F:57])[F:58])[cH:59]1>>[F:1][C:2]([c:3]1[cH:4][c:5]([CH2:6][N:7]([c:8]2[n:9][n:10][n:11]([CH3:13])[n:12]2)[CH2:14][c:15]2[c:16]([C:25](=[O:27])[N:41]([CH2:40][CH:37]3[CH2:38][CH2:39]3)[CH2:42][CH:43]3[CH2:44][CH2:45]3)[n:17]([CH3:24])[c:18]3[cH:19][cH:20][cH:21][cH:22][c:23]23)[cH:28][c:29]([C:31]([F:32])([F:33])[F:34])[cH:30]1)([F:35])[F:36]. Reactants: COC([C@H](O)C1=CC=CC=C1)=O ((R)-(−)-mandelic acid methyl ester), C1CCC(CC1)N=C=NC2CCCCC2 (DCC), C\C(=C/CC(=O)O)\CCC1=C(CCCC1(C)C)C ((E)-4-methyl-6-(2,6,6-trimethyl-cyclohex-1-enyl)-hex-3-enoic acid), CO (MeOH). Reagents/catalysts: CN(C)C=1C=CN=CC1 (DMAP). Run in CC(C)(C)OC (MTBE), CC(C)(C)OC (MTBE). Conditions: time 3 hour. Product: COC(=O)[C@@H](C1=CC=CC=C1)OC(CC=C(CCC1=C(CCCC1(C)C)C)C)=O (4-Methyl-6-(2,6,6-trimethyl-cyclohex-1-enyl)-hex-3-enoic acid (R)-methoxycarbonyl-phenyl-methyl ester). The yield is 76.5%. RXN SMILES: [CH3:1]/[C:2](/[CH2:8][CH2:9][C:10]1[C:15]([CH3:17])([CH3:16])[CH2:14][CH2:13][CH2:12][C:11]=1[CH3:18])=[CH:3]\[CH2:4][C:5]([OH:7])=[O:6].[CH3:19][O:20][C:21](=[O:30])[C@@H:22]([C:24]1[CH:29]=[CH:28][CH:27]=[CH:26][CH:25]=1)O.CO.C1CCC(N=C=NC2CCCCC2)CC1>CC(OC)(C)C.CN(C1C=CN=CC=1)C>[CH3:19][O:20][C:21]([C@H:22]([O:6][C:5](=[O:7])[CH2:4][CH:3]=[C:2]([CH3:1])[CH2:8][CH2:9][C:10]1[C:15]([CH3:17])([CH3:16])[CH2:14][CH2:13][CH2:12][C:11]=1[CH3:18])[C:24]1[CH:29]=[CH:28][CH:27]=[CH:26][CH:25]=1)=[O:30]. Procedure: To a solution of 10.0 g (40 mmol) (E)-4-methyl-6-(2,6,6-trimethyl-cyclohex-1-enyl)-hex-3-enoic acid [H. S. Corey, J. R. D. Cormick, W. E. Swensen, J. Am. Chem. Soc. 1964, 86, 1884] in 100 ml MTBE were added at r.t. 6.64 g (40 mmol) (R)-(−)-mandelic acid methyl ester [α]D=−144.9 (c=1.04, MeOH) and 1.0 g DMAP. Then a solution of 8.24 g (40 mmol) DCC in 100 ml MTBE was added and the reaction mixture stirred for 3 h, filtered and the residue washed with MTBE. The combined organic phases were concent... Starting materials: O=C([O-])[O-], Clc1nc(Cl)nc(N2CCOCC2)n1, FC(F)c1nc2ccccc2[nH]1, [K+], [K+], CN(C)C=O, O. Product: FC(F)c1nc2ccccc2n1-c1nc(Cl)nc(N2CCOCC2)n1. RXN SMILES: [C:27](=[O:28])([O-:29])[O-:30].[Cl:1][c:2]1[n:3][c:4]([N:9]2[CH2:10][CH2:11][O:12][CH2:13][CH2:14]2)[n:5][c:6]([Cl:8])[n:7]1.[F:15][CH:16]([c:17]1[nH:18][c:19]2[c:20]([n:21]1)[cH:22][cH:23][cH:24][cH:25]2)[F:26].[K+:31].[K+:32].[O:33]=[CH:34][N:35]([CH3:36])[CH3:37].[OH2:38]>>[c:2]1(-[n:18]2[c:17]([CH:16]([F:15])[F:26])[n:21][c:20]3[c:19]2[cH:25][cH:24][cH:23][cH:22]3)[n:3][c:4]([N:9]2[CH2:10][CH2:11][O:12][CH2:13][CH2:14]2)[n:5][c:6]([Cl:8])[n:7]1. Reactants: Cc1ccc(C(=O)Nc2ccc(N3CC(C)OC(C)C3)nc2)cc1Br, N#Cc1ccc(B(O)O)cc1, O=C([O-])[O-], CCO, Cc1ccccc1, CCOC(C)=O, [Na+], [Na+], O, c1ccc(P(c2ccccc2)(c2ccccc2)[Pd](P(c2ccccc2)(c2ccccc2)c2ccccc2)(P(c2ccccc2)(c2ccccc2)c2ccccc2)P(c2ccccc2)(c2ccccc2)c2ccccc2)cc1. Yields the product Cc1ccc(C(=O)Nc2ccc(N3CC(C)OC(C)C3)nc2)cc1-c1ccc(C#N)cc1. Reaction SMILES: [Br:12][c:13]1[cH:14][c:15]([C:16](=[O:17])[NH:18][c:19]2[cH:20][n:21][c:22]([N:25]3[CH2:26][CH:27]([CH3:32])[O:28][CH:29]([CH3:31])[CH2:30]3)[cH:23][cH:24]2)[cH:33][cH:34][c:35]1[CH3:36].[C:1](#[N:2])[c:3]1[cH:4][cH:5][c:6]([B:9]([OH:10])[OH:11])[cH:7][cH:8]1.[C:37](=[O:38])([O-:39])[O-:40].[CH3:134][CH2:135][OH:136].[CH3:43][c:44]1[cH:45][cH:46][cH:47][cH:48][cH:49]1.[CH3:50][CH2:51][O:52][C:53]([CH3:54])=[O:55].[Na+:41].[Na+:42].[OH2:56].[cH:57]1[cH:58][cH:59][c:60]([P:61]([Pd:62]([P:63]([c:64]2[cH:65][cH:66][cH:67][cH:68][cH:69]2)([c:70]2[cH:71][cH:72][cH:73][cH:74][cH:75]2)[c:76]2[cH:77][cH:78][cH:79][cH:80][cH:81]2)([P:82]([c:83]2[cH:84][cH:85][cH:86][cH:87][cH:88]2)([c:89]2[cH:90][cH:91][cH:92][cH:93][cH:94]2)[c:95]2[cH:96][cH:97][cH:98][cH:99][cH:100]2)[P:101]([c:102]2[cH:103][cH:104][cH:105][cH:106][cH:107]2)([c:108]2[cH:109][cH:110][cH:111][cH:112][cH:113]2)[c:114]2[cH:115][cH:116][cH:117][cH:118][cH:119]2)([c:120]2[cH:121][cH:122][cH:123][cH:124][cH:125]2)[c:126]2[cH:127][cH:128][cH:129][cH:130][cH:131]2)[cH:132][cH:133]1>>[C:1](#[N:2])[c:3]1[cH:4][cH:5][c:6](-[c:13]2[cH:14][c:15]([C:16](=[O:17])[NH:18][c:19]3[cH:20][n:21][c:22]([N:25]4[CH2:26][CH:27]([CH3:32])[O:28][CH:29]([CH3:31])[CH2:30]4)[cH:23][cH:24]3)[cH:33][cH:34][c:35]2[CH3:36])[cH:7][cH:8]1. Starting materials: C(CCC)[Li] (n-butyllithium), CC1=C(C=CC=C1)NC(C(C)(C)C)=O (N-[(2-methyl)-phenyl]-2,2-dimethylpropanamide), O1CCCC1 (tetrahydrofuran), C(CC)N=CC=1SC=CC1C (3-methyl-2-thiophene carboxaldehyde-n-propylimine), O1CCCC1 (tetrahydrofuran). Run in CCCCCC (hexane), O (water). Run at time 2 hour. Product: CC(C(=O)NC1=C(C=CC=C1)CC(NCCC)C=1SC=CC1C)(C)C (2,2-Dimethyl-N-[2-[2-(3-methyl-2-thienyl)-2-(1-propyl)aminoethyl]phenyl]propanamide). The yield is 80.0%. RXN SMILES: [CH3:1][C:2]1[CH:7]=[CH:6][CH:5]=[CH:4][C:3]=1[NH:8][C:9](=[O:14])[C:10]([CH3:13])([CH3:12])[CH3:11].O1CCCC1.C([Li])CCC.[CH2:25]([N:28]=[CH:29][C:30]1[S:31][CH:32]=[CH:33][C:34]=1[CH3:35])[CH2:26][CH3:27]>CCCCCC.O>[CH3:12][C:10]([CH3:11])([CH3:13])[C:9]([NH:8][C:3]1[CH:4]=[CH:5][CH:6]=[CH:7][C:2]=1[CH2:1][CH:29]([C:30]1[S:31][CH:32]=[CH:33][C:34]=1[CH3:35])[NH:28][CH2:25][CH2:26][CH3:27])=[O:14]. Procedure: To a stirred, chilled (-10° C.) solution of 10.14 g of N-[(2-methyl)-phenyl]-2,2-dimethylpropanamide and 80 ml of tetrahydrofuran, was added over 45 min 48 ml of 2.5M n-butyllithium in hexane, maintaining the temperature below 0° C. The solution was stirred for 2 hr, with cooling. To the suspension, was added a solution of 10.6 g of 3-methyl-2-thiophene carboxaldehyde-n-propylimine and 45 ml of tetrahydrofuran, with stirring and cooling over 15 min. The solution was stirred for 1.5 hr, with cool... The reactants are C(C)OC1=C(C=O)C=CC(=C1)[N+](=O)[O-] (2-ethoxy-4-nitrobenzaldehyde), O (water), BrC1=NC=CC(=C1)C (2-bromo-4-methylpyridine), CCCCCC.C(CCC)[Li] (n-butyllithium hexane). Run in O1CCCC1 (tetrahydrofuran), C(C)OCC (diethylether). Reaction conditions: temperature -78 celsius, time 40 minute. Yields the product C(C)OC1=C(C=CC(=C1)[N+](=O)[O-])C(O)C1=NC=CC(=C1)C ((2-ethoxy-4-nitrophenyl)(4-methylpyridin-2-yl)methanol). RXN SMILES: Br[C:2]1[CH:7]=[C:6]([CH3:8])[CH:5]=[CH:4][N:3]=1.CCCCCC.C([Li])CCC.[CH2:20]([O:22][C:23]1[CH:30]=[C:29]([N+:31]([O-:33])=[O:32])[CH:28]=[CH:27][C:24]=1[CH:25]=[O:26])[CH3:21].O>C(OCC)C.O1CCCC1>[CH2:20]([O:22][C:23]1[CH:30]=[C:29]([N+:31]([O-:33])=[O:32])[CH:28]=[CH:27][C:24]=1[CH:25]([C:2]1[CH:7]=[C:6]([CH3:8])[CH:5]=[CH:4][N:3]=1)[OH:26])[CH3:21] |f:1.2|. Procedure details: 2-bromo-4-methylpyridine (1.5 ml) was dissolved in diethylether (50 ml), and the mixture was cooled to −78° C. under argon atmosphere. 1.6M n-butyllithium hexane solution (8.3 ml) was added dropwise to the solution, and the mixture was stirred for 40 minutes. The reaction solution was added dropwise to a solution of 2-ethoxy-4-nitrobenzaldehyde (2.2 g) in tetrahydrofuran (200 ml) under argon atmosphere at −78° C. The mixture was allowed to be at room temperature and stirred overnight, and water ... Reactants: C(C)(=O)NC1=CC=C(C=C1)NC1=NNC(=C1C#N)N=CN(C)C (3-(4-acetylamino-phenylamino)-4-cyano-5-(dimethylamino-methyleneamino)-pyrazole), Cl.ClC=1C=C(N)C=CC1 (3-chloro-aniline hydrochloride). Run in CO (methanol). Run at time 0.5 hour. Yields the product C(C)(=O)NC1=CC=C(C=C1)NC1=NNC2=NC=NC(=C21)NC2=CC(=CC=C2)Cl (3-(4-Acetylamino-phenylamino)-4-(3-chloro-phenylamino)-1H-pyrazolo[3,4-d]-pyrimidine). RXN SMILES: [C:1]([NH:4][C:5]1[CH:10]=[CH:9][C:8]([NH:11][C:12]2[C:16]([C:17]#[N:18])=[C:15]([N:19]=[CH:20][N:21](C)C)[NH:14][N:13]=2)=[CH:7][CH:6]=1)(=[O:3])[CH3:2].Cl.[Cl:25][C:26]1[CH:27]=[C:28]([CH:30]=[CH:31][CH:32]=1)N>CO>[C:1]([NH:4][C:5]1[CH:6]=[CH:7][C:8]([NH:11][C:12]2[C:16]3[C:15](=[N:19][CH:20]=[N:21][C:17]=3[NH:18][C:31]3[CH:30]=[CH:28][CH:27]=[C:26]([Cl:25])[CH:32]=3)[NH:14][N:13]=2)=[CH:9][CH:10]=1)(=[O:3])[CH3:2] |f:1.2|. Procedure: A suspension of 6.32 g (20.3 mmol) of 3-(4-acetylamino-phenylamino)-4-cyano-5-(dimethylamino-methyleneamino)-pyrazole and 4 g (24.4 mmol) of 3-chloro-aniline hydrochloride in 50 ml of methanol is heated under reflux for 96 hours and then cooled to room temperature. The reaction mixture is filtered and the filter residue is digested for 1/2 hour in 50 ml of 1N sodium hydroxide solution. Filtering and washing with water yield the title compound; m.p. 290-291° C. (decomp.).